This data is from the Open Reaction Database (ORD), a public repository of structured organic reaction records. The task is: describe an organic reaction: reactants, conditions, products, and yield The reactants are O=C([O-])O, CC(C)(C)CC=O, CO, NC(CC(=O)O)C(=O)O, [Na+], O. Product: CC(C)(C)CCNC(CC(=O)O)C(=O)O. Reaction SMILES: [C:10](=[O:11])([OH:12])[O-:13].[CH3:15][C:16]([CH2:17][CH:18]=[O:19])([CH3:20])[CH3:21].[CH3:23][OH:24].[NH2:1][CH:2]([CH2:3][C:4]([OH:5])=[O:6])[C:7]([OH:8])=[O:9].[Na+:14].[OH2:22]>>[NH:1]([CH:2]([CH2:3][C:4]([OH:5])=[O:6])[C:7]([OH:8])=[O:9])[CH2:18][CH2:17][C:16]([CH3:15])([CH3:20])[CH3:21]. Reported procedure: Compound 64 was prepared following general synthesis scheme 7 wherein 4-hydroxypyrido[3,2-d]pyrimidine-8-carboxamide (G) was reacted with N—[(S)-2-Amino-2-(3-chloro-phenyl)-ethyl]-N-methyl-4-nitro-benzenesulfonamide hydrochloride to give the title compound. LC/MS [357 (M+H)]1H NMR (400 MHz, DMSO-d6) δ 9.96 (s, 1H), 9.20 (br s, 1H), 9.00 (d, 1H), 8.55 (s, 1H), 8.39 (d, 1H), 8.20 (s, 1H), 7.56 (m, 1H), 7.47-7.26 (m, 3H), 5.48 (s, 1H), 3.16 (dd, 1H), 2.92 (dd, 1H), 2.31 (s, 3H) The reactants are OC=1C2=C(N=CN1)C(=CC=N2)C(=O)N (4-hydroxypyrido[3,2-d]pyrimidine-8-carboxamide), Cl.N[C@H](CN(S(=O)(=O)C1=CC=C(C=C1)[N+](=O)[O-])C)C1=CC(=CC=C1)Cl (N—[(S)-2-Amino-2-(3-chloro-phenyl)-ethyl]-N-methyl-4-nitro-benzenesulfonamide hydrochloride). Yields the product ClC=1C=C(C=CC1)[C@@H](CNC)NC=1C2=C(N=CN1)C(=CC=N2)C(=O)N (4-[(S)-1-(3-Chloro-phenyl)-2-methylamino-ethylamino]-pyrido[3,2-d]pyrimidine-8-carboxylic acid amide). As a reaction SMILES: O[C:2]1[C:3]2[N:11]=[CH:10][CH:9]=[C:8]([C:12]([NH2:14])=[O:13])[C:4]=2[N:5]=[CH:6][N:7]=1.Cl.[NH2:16][C@@H:17]([C:33]1[CH:38]=[CH:37][CH:36]=[C:35]([Cl:39])[CH:34]=1)[CH2:18][N:19]([CH3:32])S(C1C=CC([N+]([O-])=O)=CC=1)(=O)=O>>[Cl:39][C:35]1[CH:34]=[C:33]([C@H:17]([NH:16][C:2]2[C:3]3[N:11]=[CH:10][CH:9]=[C:8]([C:12]([NH2:14])=[O:13])[C:4]=3[N:5]=[CH:6][N:7]=2)[CH2:18][NH:19][CH3:32])[CH:38]=[CH:37][CH:36]=1 |f:1.2|. Reactants: BrCCCBr, O=C([O-])[O-], N#Cc1cc(F)c(O)c(F)c1, [K+], [K+], CN(C)C=O. Yields the product N#Cc1cc(F)c(OCCCBr)c(F)c1. As a reaction SMILES: [Br:12][CH2:13][CH2:14][CH2:15][Br:16].[C:17](=[O:18])([O-:19])[O-:20].[F:1][c:2]1[c:3]([OH:11])[c:4]([F:10])[cH:5][c:6]([C:8]#[N:9])[cH:7]1.[K+:21].[K+:22].[O:23]=[CH:24][N:25]([CH3:26])[CH3:27]>>[F:1][c:2]1[c:3]([O:11][CH2:15][CH2:14][CH2:13][Br:12])[c:4]([F:10])[cH:5][c:6]([C:8]#[N:9])[cH:7]1. The product is ClS(=O)(=O)C1=CC=CC=2OC3=CC=C(C=C3C(C12)=O)Cl (chlorosulfonyl-7-chloroxanthone). Procedure details: 80 g (0.347 moles) of 2-chloroxanthone (DHAR, J. Chem. Soc. 117, 1068) are suspended in 210 ml of chlorosulfonic acid (368.1 g; 3.16 moles) in a 500 ml one neck flask provided with refluxing coolant and calcium chloride valve. The mixture is slowly heated in an oil bath up to 120° C. under magnetic stirring. It is maintained at 120°-130° C. until the gas development ceases (2-3 h). The cool reaction mixture is carefully dropwise added to a becker containing ground ice under mechanical stirring. ... The solvent is one. Reactants: ClC1=CC=2C(C3=CC=CC=C3OC2C=C1)=O (2-chloroxanthone), ClS(=O)(=O)O (chlorosulfonic acid), [Cl-].[Ca+2].[Cl-] (calcium chloride). Run at temperature 120 celsius. RXN SMILES: [Cl:1][C:2]1[CH:15]=[CH:14][C:13]2[O:12][C:11]3[C:6](=[CH:7][CH:8]=[CH:9][CH:10]=3)[C:5](=[O:16])[C:4]=2[CH:3]=1.[Cl:17][S:18](O)(=[O:20])=[O:19].[Cl-].[Ca+2].[Cl-]>>[Cl:17][S:18]([C:7]1[C:6]2[C:5](=[O:16])[C:4]3[C:13](=[CH:14][CH:15]=[C:2]([Cl:1])[CH:3]=3)[O:12][C:11]=2[CH:10]=[CH:9][CH:8]=1)(=[O:20])=[O:19] |f:2.3.4|. Reactants: [Al+3], CCOCC, [H-], [H-], [H-], [H-], [Li+], C1CCOC1, O=C(O)c1cc2ccccc2o1. The product is OCc1cc2ccccc2o1. RXN SMILES: [Al+3:14].[CH3:24][CH2:25][O:26][CH2:27][CH3:28].[H-:13].[H-:16].[H-:17].[H-:18].[Li+:15].[O:19]1[CH2:20][CH2:21][CH2:22][CH2:23]1.[o:1]1[c:2]([C:10](=[O:11])[OH:12])[cH:3][c:4]2[c:5]1[cH:6][cH:7][cH:8][cH:9]2>>[o:1]1[c:2]([CH2:10][OH:11])[cH:3][c:4]2[c:5]1[cH:6][cH:7][cH:8][cH:9]2. Reactants: IC=1C(=CC(=C(C=O)C1)OC)OC (5-iodo-2,4-dimethoxy-benzaldehyde), [F-].[K+] (Potassium fluoride), IC=1C(=CC(=C(C=O)C1)OC)OC (5-iodo-2,4-dimethoxy-benzaldehyde), S1C2=C(C=C1B(O)O)C=CC=C2 (2-benzo[b]thiophene boronic acid), C(C)(C)(C)P(C(C)(C)C)C(C)(C)C (tri-tert-butylphosphine). The reagents and catalysts are C=1C=CC(=CC1)/C=C/C(=O)/C=C/C2=CC=CC=C2.C=1C=CC(=CC1)/C=C/C(=O)/C=C/C2=CC=CC=C2.C=1C=CC(=CC1)/C=C/C(=O)/C=C/C2=CC=CC=C2.[Pd].[Pd] (tris(dibenzylideneacetone)dipalladium). The solvent is O1CCCC1 (tetrahydrofuran). Run at temperature 60 celsius. Yields the product S1C2=C(C=C1C=1C(=CC(=C(C=O)C1)OC)OC)C=CC=C2 (5-Benzo[b]thiophen-2-yl-2,4-dimethoxy-benzaldehyde). As a reaction SMILES: [F-].[K+].I[C:4]1[C:5]([O:14][CH3:15])=[CH:6][C:7]([O:12][CH3:13])=[C:8]([CH:11]=1)[CH:9]=[O:10].[S:16]1[C:20](B(O)O)=[CH:19][C:18]2[CH:24]=[CH:25][CH:26]=[CH:27][C:17]1=2.C(P(C(C)(C)C)C(C)(C)C)(C)(C)C>C1C=CC(/C=C/C(/C=C/C2C=CC=CC=2)=O)=CC=1.C1C=CC(/C=C/C(/C=C/C2C=CC=CC=2)=O)=CC=1.C1C=CC(/C=C/C(/C=C/C2C=CC=CC=2)=O)=CC=1.[Pd].[Pd].O1CCCC1>[S:16]1[C:20]([C:4]2[C:5]([O:14][CH3:15])=[CH:6][C:7]([O:12][CH3:13])=[C:8]([CH:11]=2)[CH:9]=[O:10])=[CH:19][C:18]2[CH:24]=[CH:25][CH:26]=[CH:27][C:17]1=2 |f:0.1,5.6.7.8.9|. Reported procedure: Ex-123A: Potassium fluoride (0.42 g, 7.2 mmol), 5-iodo-2,4-dimethoxy-benzaldehyde (Ex-123, 1.0 g, 3.42 mmol), 2-benzo[b]thiophene boronic acid (0.67 g, 3.77 mmol), degased tetrahydrofuran (10 mL), tris(dibenzylideneacetone)dipalladium (19 mg, 0.02 mmol), and tri-tert-butylphosphine (100 mg, 0.05 mmol) were sequentially charged into a flask equipped with a condenser and nitrogen inlet adapter. The reaction mixture was heated at 60° C. for one hour under nitrogen. HPLC analysis indicated of 100% c... Reactants: FC=1C=C(C2=C(C=CO2)C1)Br (5-fluoro-7-bromobenzofuran), FC=1C=C(C2=C(C=CO2)C1)C(CN)CC (2-(5-fluorobenzofur-7-yl)-1-aminobutane), amine, C(C(=O)O)(=O)O (oxalic acid). Yields the product C(C(=O)O)(=O)O.FC=1C=C(C2=C(C=CO2)C1)C(CN)CC (2-(5-fluorobenzofur-7-yl)-1-aminobutane oxalate). RXN SMILES: FC1C=C(Br)C2OC=CC=2C=1.[F:12][C:13]1[CH:14]=[C:15]([CH:22]([CH2:25][CH3:26])[CH2:23][NH2:24])[C:16]2[O:20][CH:19]=[CH:18][C:17]=2[CH:21]=1.[C:27]([OH:32])(=[O:31])[C:28]([OH:30])=[O:29]>>[C:27]([OH:32])(=[O:31])[C:28]([OH:30])=[O:29].[F:12][C:13]1[CH:14]=[C:15]([CH:22]([CH2:25][CH3:26])[CH2:23][NH2:24])[C:16]2[O:20][CH:19]=[CH:18][C:17]=2[CH:21]=1 |f:3.4|. Reported procedure: Beginning with 5-fluoro-7-bromobenzofuran, 2-(5-fluorobenzofur-7-yl)-1-aminobutane was prepared essentially as described in EXAMPLE 39. This amine was treated with oxalic acid to provide the title compound.